This data is from the Open Reaction Database (ORD), a public repository of structured organic reaction records. The task is: describe an organic reaction: reactants, conditions, products, and yield Reactants: FC=1C=C2C=CNC2=CC1 (5-fluoroindole), [OH-].[Na+] (NaOH), C1(=CC=CC=C1)S(=O)(=O)Cl (benzene sulfonylchloride). The reagents and catalysts are S(=O)(=O)(O)[O-].C(CCC)[N+](CCCC)(CCCC)CCCC (tetrabutyl ammonium hydrogen sulfate). The solvent is C1(=CC=CC=C1)C (toluene). Product: C1(=CC=CC=C1)S(=O)(=O)N1C=CC2=CC(=CC=C12)F (1-benzenesulfonyl-5-fluoro-1H-indole). Yield: 93.3%. As a reaction SMILES: [F:1][C:2]1[CH:3]=[C:4]2[C:8](=[CH:9][CH:10]=1)[NH:7][CH:6]=[CH:5]2.[OH-].[Na+].[C:13]1([S:19](Cl)(=[O:21])=[O:20])[CH:18]=[CH:17][CH:16]=[CH:15][CH:14]=1>S([O-])(O)(=O)=O.C([N+](CCCC)(CCCC)CCCC)CCC.C1(C)C=CC=CC=1>[C:13]1([S:19]([N:7]2[C:8]3[C:4](=[CH:3][C:2]([F:1])=[CH:10][CH:9]=3)[CH:5]=[CH:6]2)(=[O:21])=[O:20])[CH:18]=[CH:17][CH:16]=[CH:15][CH:14]=1 |f:1.2,4.5|. Procedure details: To a 0° C. solution of 5-fluoroindole (10 g, 74 mmol) and tetrabutyl ammonium hydrogen sulfate (3.8 g, 11 mmol) in 200 mL of toluene was added 200 mL 50% aqueous NaOH, followed by addition of benzene sulfonylchloride (14 mL, 111 mmol). The reaction mixture was allowed to warm to room temperature overnight. The reaction mixture was extracted with ethyl acetate and washed with 1 M HCl, aqueous sodium bicarbonate, water and brine. The organic layer was dried over magnesium sulfate, filtered and con... The reactants are [Cl-].O[NH3+] (hydroxylammonium chloride), C(C)(=O)[O-].[Na+] (sodium acetate), CSC1=CC=C(C=C1)C(CCC)=O (1-(4-Methylsulfanyl-phenyl)-butane-1-one). The solvent is O (water), C(C)O (ethanol). Reaction conditions: temperature 100 celsius, time 4 hour. Product: CSC1=CC=C(C=C1)C(CCC)=NO (1-(4-Methylsulfanyl-phenyl)-butan-1-one oxime). As a reaction SMILES: [CH3:1][S:2][C:3]1[CH:8]=[CH:7][C:6]([C:9](=O)[CH2:10][CH2:11][CH3:12])=[CH:5][CH:4]=1.[Cl-].[OH:15][NH3+:16].C([O-])(=O)C.[Na+]>C(O)C.O>[CH3:1][S:2][C:3]1[CH:8]=[CH:7][C:6]([C:9](=[N:16][OH:15])[CH2:10][CH2:11][CH3:12])=[CH:5][CH:4]=1 |f:1.2,3.4|. Procedure: 9.72 g (50 mmol) of 1-(4-Methylsulfanyl-phenyl)-butane-1-one is dissolved in hot ethanol. Then a solution of hydroxylammonium chloride (3.58 g, 51.5 mmol) and sodium acetate (7.0 g, 85 mmol) in 20 ml of water is added, and the reaction solution is stirred at 100° C. for 4 hrs. After cooling and concentrating, water is added. The crude product is extracted with ethyl acetate, washed with brine, dried over MgSO4, and concentrated. The residue is purified by column chromatography on silica gel with... Starting materials: CO, [Cl-], [NH4+], COc1ccc2c3c1OC1C(=O)CCC4(OCCCc5ccccc5)C(C2)N(C)CCC314, [Zn]. Yields the product COc1ccc2c(c1O)C13CCN(C)C(C2)C1(OCCCc1ccccc1)CCC(=O)C3. RXN SMILES: [CH3:36][OH:37].[Cl-:33].[NH4+:34].[O:1]1[c:2]2[c:3]([O:31][CH3:32])[cH:4][cH:5][c:6]3[c:15]2[C:14]24[C:9]([O:21][CH2:22][CH2:23][CH2:24][c:25]5[cH:26][cH:27][cH:28][cH:29][cH:30]5)([CH:8]([CH2:7]3)[N:18]([CH3:19])[CH2:17][CH2:16]2)[CH2:10][CH2:11][C:12](=[O:20])[CH:13]14.[Zn:35]>>[OH:1][c:2]1[c:3]([O:31][CH3:32])[cH:4][cH:5][c:6]2[c:15]1[C:14]13[C:9]([O:21][CH2:22][CH2:23][CH2:24][c:25]4[cH:26][cH:27][cH:28][cH:29][cH:30]4)([CH:8]([CH2:7]2)[N:18]([CH3:19])[CH2:17][CH2:16]1)[CH2:10][CH2:11][C:12](=[O:20])[CH2:13]3. Reactants: CCOC(C)=O, Cc1ccccc1, CC(C)c1cc(C(C)C)c(-c2ccccc2P(C2CCCCC2)C2CCCCC2)c(C(C)C)c1, Ic1ccc2c(c1)OCO2, CC(C)(C)OC(=O)c1ccc(CCc2ccccc2)cc1N, O=C(C=Cc1ccccc1)C=Cc1ccccc1, O=C(C=Cc1ccccc1)C=Cc1ccccc1, O=C(C=Cc1ccccc1)C=Cc1ccccc1, O=C(O)CC(O)(CC(=O)O)C(=O)O, [Pd], [Pd]. Product: CC(C)(C)OC(=O)c1ccc(CCc2ccccc2)cc1Nc1ccc2c(c1)OCO2. Reaction SMILES: [CH3:136][CH2:137][O:138][C:139](=[O:140])[CH3:141].[CH3:142][c:143]1[cH:144][cH:145][cH:146][cH:147][cH:148]1.[CH:33]1([P:34]([CH:35]2[CH2:36][CH2:37][CH2:38][CH2:39][CH2:40]2)[c:41]2[cH:42][cH:43][cH:44][cH:45][c:46]2-[c:47]2[c:48]([CH:49]([CH3:50])[CH3:51])[cH:52][c:53]([CH:54]([CH3:55])[CH3:56])[cH:57][c:58]2[CH:59]([CH3:60])[CH3:61])[CH2:62][CH2:63][CH2:64][CH2:65][CH2:66]1.[I:23][c:24]1[cH:25][c:26]2[c:27]([cH:28][cH:29]1)[O:30][CH2:31][O:32]2.[NH2:1][c:2]1[c:3]([C:4](=[O:5])[O:6][C:7]([CH3:8])([CH3:9])[CH3:10])[cH:11][cH:12][c:13]([CH2:15][CH2:16][c:17]2[cH:18][cH:19][cH:20][cH:21][cH:22]2)[cH:14]1.[O:100]=[C:101]([CH:102]=[CH:103][c:104]1[cH:105][cH:106][cH:107][cH:108][cH:109]1)[CH:110]=[CH:111][c:112]1[cH:113][cH:114][cH:115][cH:116][cH:117]1.[O:118]=[C:119]([CH:120]=[CH:121][c:122]1[cH:123][cH:124][cH:125][cH:126][cH:127]1)[CH:128]=[CH:129][c:130]1[cH:131][cH:132][cH:133][cH:134][cH:135]1.[O:82]=[C:83]([CH:84]=[CH:85][c:86]1[cH:87][cH:88][cH:89][cH:90][cH:91]1)[CH:92]=[CH:93][c:94]1[cH:95][cH:96][cH:97][cH:98][cH:99]1.[OH:67][C:68]([CH2:69][C:70]([C:71](=[O:72])[OH:73])([CH2:74][C:75](=[O:76])[OH:77])[OH:78])=[O:79].[Pd:80].[Pd:81]>>[NH:1]([c:2]1[c:3]([C:4](=[O:5])[O:6][C:7]([CH3:8])([CH3:9])[CH3:10])[cH:11][cH:12][c:13]([CH2:15][CH2:16][c:17]2[cH:18][cH:19][cH:20][cH:21][cH:22]2)[cH:14]1)[c:24]1[cH:25][c:26]2[c:27]([cH:28][cH:29]1)[O:30][CH2:31][O:32]2. The reactants are C(C1=CC=CC=C1)N1C2=C(C(=C1C1=CC=CC=C1)C1=CCCCC1)C=C(S2)C(=O)OC (methyl 6-benzyl-4-cyclohex-1-en-1-yl-5-phenyl-6H-thieno[2,3-b]pyrrole-2-carboxylate), C(C)[SiH](CC)CC (triethylsilane). Run at temperature 0 celsius, time 1 hour. Product: C(C1=CC=CC=C1)N1C2=C(C(=C1C1=CC=CC=C1)C1CCCCC1)C=C(S2)C(=O)OC (methyl 6-benzyl-4-cyclohexyl-5-phenyl-6H-thieno[2,3-b]pyrrole-2-carboxylate). Procedure: A solution (0.7 M) of methyl 6-benzyl-4-cyclohex-1-en-1-yl-5-phenyl-6H-thieno[2,3-b]pyrrole-2-carboxylate in TFA at 0° C. was treated with triethylsilane (1.5 eq.). The mixture was stirred at 0° C. for 1 h then concentrated to give a residue that was purified by flash chromatography on silica gel (1:30 acetone/toluene) affording methyl 6-benzyl-4-cyclohexyl-5-phenyl-6H-thieno[2,3-b]pyrrole-2-carboxylate as a solid that was dissolved in THF/MeOH (1:1). The resulting solution (0.04 M) was treated ... RXN SMILES: [CH2:1]([N:8]1[C:12]([C:13]2[CH:18]=[CH:17][CH:16]=[CH:15][CH:14]=2)=[C:11]([C:19]2[CH2:24][CH2:23][CH2:22][CH2:21][CH:20]=2)[C:10]2[CH:25]=[C:26]([C:28]([O:30][CH3:31])=[O:29])[S:27][C:9]1=2)[C:2]1[CH:7]=[CH:6][CH:5]=[CH:4][CH:3]=1.C([SiH](CC)CC)C>C(O)(C(F)(F)F)=O>[CH2:1]([N:8]1[C:12]([C:13]2[CH:18]=[CH:17][CH:16]=[CH:15][CH:14]=2)=[C:11]([CH:19]2[CH2:20][CH2:21][CH2:22][CH2:23][CH2:24]2)[C:10]2[CH:25]=[C:26]([C:28]([O:30][CH3:31])=[O:29])[S:27][C:9]1=2)[C:2]1[CH:3]=[CH:4][CH:5]=[CH:6][CH:7]=1. Solvent: C(=O)(C(F)(F)F)O (TFA). Reactants: CO, O=C1Nc2nc(S(=O)(=O)Cc3ccccc3)ncc2CN1c1ccccc1Cl, CCOC(=O)N1CCC(N)CC1. Yields the product CCOC(=O)N1CCC(Nc2ncc3c(n2)NC(=O)N(c2ccccc2Cl)C3)CC1. As a reaction SMILES: [CH3:41][OH:42].[Cl:1][c:2]1[c:3]([N:8]2[C:9](=[O:28])[NH:10][c:11]3[n:12][c:13]([S:18]([CH2:19][c:20]4[cH:21][cH:22][cH:23][cH:24][cH:25]4)(=[O:26])=[O:27])[n:14][cH:15][c:16]3[CH2:17]2)[cH:4][cH:5][cH:6][cH:7]1.[NH2:29][CH:30]1[CH2:31][CH2:32][N:33]([C:36](=[O:37])[O:38][CH2:39][CH3:40])[CH2:34][CH2:35]1>>[Cl:1][c:2]1[c:3]([N:8]2[C:9](=[O:28])[NH:10][c:11]3[n:12][c:13]([NH:29][CH:30]4[CH2:31][CH2:32][N:33]([C:36](=[O:37])[O:38][CH2:39][CH3:40])[CH2:34][CH2:35]4)[n:14][cH:15][c:16]3[CH2:17]2)[cH:4][cH:5][cH:6][cH:7]1.